From a dataset of the Open Reaction Database (ORD), a public repository of structured organic reaction records. describe an organic reaction: reactants, conditions, products, and yield Starting materials: C#C[Si](C)(C)C, [Cu]I, CC(C)(C)OC(=O)N1CCN(c2ccc(I)cc2)CC1, CN(C)C=O. Product: C#Cc1ccc(N2CCN(C(=O)OC(C)(C)C)CC2)cc1. As a reaction SMILES: [CH3:21][Si:22]([CH3:23])([CH3:24])[C:25]#[CH:26].[Cu:27][I:28].[I:1][c:2]1[cH:3][cH:4][c:5]([N:8]2[CH2:9][CH2:10][N:11]([C:14](=[O:15])[O:16][C:17]([CH3:18])([CH3:19])[CH3:20])[CH2:12][CH2:13]2)[cH:6][cH:7]1.[O:29]=[CH:30][N:31]([CH3:32])[CH3:33]>>[c:2]1([C:25]#[CH:26])[cH:3][cH:4][c:5]([N:8]2[CH2:9][CH2:10][N:11]([C:14](=[O:15])[O:16][C:17]([CH3:18])([CH3:19])[CH3:20])[CH2:12][CH2:13]2)[cH:6][cH:7]1. The reactants are ClC1=CC=C(C(=N1)C)C#C (6-Chloro-3-ethynyl-2-methylpyridine), C(CCC)[Li] (Butyllithium), CC(=O)C (Acetone). Run in COC(C)(C)C (tert-butyl methyl ether), COC(C)(C)C (tert-butyl methyl ether). Run at temperature -78 celsius, time 20 minute. Yields the product ClC1=CC=C(C(=N1)C)C#CC(C)(O)C (4-(6-Chloro-2-methylpyridin-3-yl)-2-methylbut-3-yn-2-ol). Reaction SMILES: [Cl:1][C:2]1[N:7]=[C:6]([CH3:8])[C:5]([C:9]#[CH:10])=[CH:4][CH:3]=1.C([Li])CCC.[CH3:16][C:17]([CH3:19])=[O:18]>COC(C)(C)C>[Cl:1][C:2]1[N:7]=[C:6]([CH3:8])[C:5]([C:9]#[C:10][C:17]([CH3:19])([OH:18])[CH3:16])=[CH:4][CH:3]=1. Procedure: 6-Chloro-3-ethynyl-2-methylpyridine (Example 432, Step 1) (200 mg, 1.32 mmol) was taken up in 4 ml tert-butyl methyl ether and added to a dry flask under argon. The flask was cooled to −78° C. and allowed to stir for 20 min. Butyllithium (0.99 ml of 1.6 M in hexanes, 1.58 mmol) was added to the reaction mixture dropwise over 30 minutes, and the mixture was allowed to stir as such for 30 min. Acetone (0.13 ml, 1.72 mmol) was taken up in 1 ml tert-butyl methyl ether and added dropwise over 30 min....